This data is from the Open Reaction Database (ORD), a public repository of structured organic reaction records. The task is: describe an organic reaction: reactants, conditions, products, and yield The reactants are COC(=O)c1cc(C(C)=O)c(OC)cc1OC, CC[SiH](CC)CC, O=C(O)C(F)(F)F. The product is CCc1cc(C(=O)OC)c(OC)cc1OC. As a reaction SMILES: [C:1]([CH3:2])(=[O:3])[c:4]1[c:5]([O:16][CH3:17])[cH:6][c:7]([O:14][CH3:15])[c:8]([C:9](=[O:10])[O:11][CH3:12])[cH:13]1.[CH2:18]([SiH:19]([CH2:20][CH3:21])[CH2:22][CH3:23])[CH3:24].[OH:25][C:26]([C:27]([F:28])([F:29])[F:30])=[O:31]>>[CH2:1]([CH3:2])[c:4]1[c:5]([O:16][CH3:17])[cH:6][c:7]([O:14][CH3:15])[c:8]([C:9](=[O:10])[O:11][CH3:12])[cH:13]1.